This data is from the Open Reaction Database (ORD), a public repository of structured organic reaction records. The task is: describe an organic reaction: reactants, conditions, products, and yield Starting materials: ON=C(C(=O)OCC)C1(C)OCCO1 (ethyl 2-hydroxyimino-3,3-ethylenedioxybutyrate), C([O-])([O-])=O.[K+].[K+] (potassium carbonate), S(=O)(=O)(OC)OC (dimethyl sulfate), Cl (hydrochloric acid), [Cl-].[Na+] (sodium chloride). The solvent is C(C)(=O)OCC (ethyl acetate), C(C)(=O)OCC (ethyl acetate), O (water). Yields the product CON=C(C(=O)OCC)C1(C)OCCO1 (ethyl 2-methoxyimino-3,3-ethylenedioxybutyrate). As a reaction SMILES: [OH:1][N:2]=[C:3]([C:9]1([O:14][CH2:13][CH2:12][O:11]1)[CH3:10])[C:4]([O:6][CH2:7][CH3:8])=[O:5].[C:15](=O)([O-])[O-].[K+].[K+].S(OC)(OC)(=O)=O.Cl.[Cl-].[Na+]>C(OCC)(=O)C.O>[CH3:15][O:1][N:2]=[C:3]([C:9]1([O:11][CH2:12][CH2:13][O:14]1)[CH3:10])[C:4]([O:6][CH2:7][CH3:8])=[O:5] |f:1.2.3,6.7|. Reported procedure: To a solution of ethyl 2-hydroxyimino-3,3-ethylenedioxybutyrate (syn isomer, 5 g) in dried ethyl acetate (20 ml) was added potassium carbonate (5.78 g), and dimethyl sulfate (3.96 ml) was added dropwise thereto at ambient temperature with stirring, and then the mixture was stirred for 2 hours at 43°-45° C. To the reaction mixture were added water (10 ml) and ethyl acetate (5 ml), and the mixture was stirred for 40 minutes at ambient temperature. The mixture was adjusted to pH 7.2 with 6N hydroch... Starting materials: Cc1c2ccc([N+](=O)[O-])cc2nn1C, ClC(Cl)(Cl)Cl, O=C1CCC(=O)N1Br. Product: Cn1nc2cc([N+](=O)[O-])ccc2c1CBr, O=C1CCC(=O)N1. RXN SMILES: [CH3:1][n:2]1[n:3][c:4]2[cH:5][c:6]([N+:12](=[O:13])[O-:14])[cH:7][cH:8][c:9]2[c:10]1[CH3:11].[Cl:23][C:24]([Cl:25])([Cl:26])[Cl:27].[O:15]=[C:16]1[CH2:17][CH2:18][C:19](=[O:20])[N:21]1[Br:22]>>[CH3:1][n:2]1[n:3][c:4]2[cH:5][c:6]([N+:12](=[O:13])[O-:14])[cH:7][cH:8][c:9]2[c:10]1[CH2:11][Br:22].[O:15]=[C:16]1[CH2:17][CH2:18][C:19](=[O:20])[NH:21]1. Starting materials: C1CCNC1, CO, [O-][n+]1c(CCl)nc2cc3c(cc2c1-c1ccc2c(c1)OCO2)OCO3, CN(C)C=O. Product: [O-][n+]1c(CN2CCCC2)nc2cc3c(cc2c1-c1ccc2c(c1)OCO2)OCO3. RXN SMILES: [CH2:26]1[CH2:27][CH2:28][NH:29][CH2:30]1.[CH3:36][OH:37].[Cl:1][CH2:2][c:3]1[n:4][c:5]2[cH:6][c:7]3[c:8]([cH:9][c:10]2[c:11](-[c:14]2[cH:15][c:16]4[c:17]([cH:18][cH:19]2)[O:20][CH2:21][O:22]4)[n+:12]1[O-:13])[O:23][CH2:24][O:25]3.[O:31]=[CH:32][N:33]([CH3:34])[CH3:35]>>[CH2:2]([c:3]1[n:4][c:5]2[cH:6][c:7]3[c:8]([cH:9][c:10]2[c:11](-[c:14]2[cH:15][c:16]4[c:17]([cH:18][cH:19]2)[O:20][CH2:21][O:22]4)[n+:12]1[O-:13])[O:23][CH2:24][O:25]3)[N:29]1[CH2:28][CH2:27][CH2:26][CH2:30]1. The reactants are C(C)(=O)NC1=C(C=NN1C1=CC(=CC=C1)F)C(=O)OCC (ethyl 5-acetamido-1-(3-fluorophenyl)-1H-pyrazole-4-carboxylate), [H-].[Na+] (NaH), [Cl-].[NH4+] (ammonium chloride), CI (MeI). The solvent is CN(C)C=O (DMF), C1CCOC1 (THF). Run at time 10 minute. Yields the product FC=1C=C(C=CC1)N1N=CC(=C1N(C(C)=O)C)C(=O)OCC (ethyl 1-(3-fluorophenyl)-5-(N-methylacetamido)-1H-pyrazole-4-carboxylate). Reaction SMILES: [C:1]([NH:4][C:5]1[N:9]([C:10]2[CH:15]=[CH:14][CH:13]=[C:12]([F:16])[CH:11]=2)[N:8]=[CH:7][C:6]=1[C:17]([O:19][CH2:20][CH3:21])=[O:18])(=[O:3])[CH3:2].[H-].[Na+].[CH3:24]I.[Cl-].[NH4+]>CN(C=O)C.C1COCC1>[F:16][C:12]1[CH:11]=[C:10]([N:9]2[C:5]([N:4]([CH3:24])[C:1](=[O:3])[CH3:2])=[C:6]([C:17]([O:19][CH2:20][CH3:21])=[O:18])[CH:7]=[N:8]2)[CH:15]=[CH:14][CH:13]=1 |f:1.2,4.5|. Procedure details: A solution of ethyl 5-acetamido-1-(3-fluorophenyl)-1H-pyrazole-4-carboxylate (3.56 g, 12.2 mmol) in 8 mL of DMF and 8 mL of THF at 0° C. was treated with NaH (60% wt. in mineral oil, 850 mg, 21.2 mmol). After 10 min of stirring, MeI (1.4 mL, 21.9 mmol) was added, and the reaction mixture was stirred at 0° C. for 15 min followed by RT for 1 h. the mixture was treated with saturated ammonium chloride and extracted with EtOAc twice. The combined EtOAc layers were washed with brine, dried and concen... Starting materials: C1=CC=C2C(=C1)C(=O)C(C2=O)(O)O (ninhydrin), O=S(Cl)Cl (SOCl2), raw material, [OH-].[Na+] (NaOH), N[C@@H](CC(C)C)C(=O)O (L-leucine). Solvent: CO (methanol), C(C)O (ethanol). Run at temperature 66 celsius, time 1 hour. The product is Cl.COC([C@@H](N)CC(C)C)=O (L-leucine methyl ester hydrochloride). Isolated yield 100.0%. Reaction SMILES: O=S(Cl)[Cl:3].[OH-].[Na+].[NH2:7][C@H:8]([C:13]([OH:15])=[O:14])[CH2:9][CH:10]([CH3:12])[CH3:11].[CH:16]1C=C2C(C(O)(O)C(=O)C2=CC=1)=O>C(O)C.CO>[ClH:3].[CH3:16][O:14][C:13](=[O:15])[C@H:8]([CH2:9][CH:10]([CH3:12])[CH3:11])[NH2:7] |f:1.2,7.8|. Procedure: Under ice bath, 100 ml round-bottom flask was added with 60 ml of methanol, and then slowly added with 4 ml of SOCl2 through constant pressure dropping funnel (with a drying tube on the top), and NaOH solution was used to absorb exhaust. After stirring for 1 h, 8 mmol of L-leucine was added and stirred at room temperature for 30 min, and then refluxed at 66° C. for 6 h. The reaction was tracked by TLC until the raw material disappears, with a solution of 2% ninhydrin in ethanol as chromogenic re...